Task: describe an organic reaction: reactants, conditions, products, and yield. Dataset: the Open Reaction Database (ORD), a public repository of structured organic reaction records The reactants are N1(CCOCC1)CC1=CC=C(C=O)C=C1 (4-morpholin-4-ylmethyl-benzaldehyde), BrC=1C(=C(C(=NC1)N)[N+](=O)[O-])N1CCN(CC1)C(C)C1=CC=CC=C1 (5-bromo-3-nitro-4-[4-(1-phenyl-ethyl)-piperazin-1-yl]-pyridin-2-ylamine), [O-]S(=O)S(=O)[O-].[Na+].[Na+] (Na2S2O4). Run in CCO (EtOH). Run at temperature 70 celsius, time 5 hour. Product: BrC=1C(=C2C(=NC1)NC(=N2)C2=CC=C(C=C2)CN2CCOCC2)N2CCN(CC2)C(C)C2=CC=CC=C2 (6-Bromo-2-(4-morpholin-4-ylmethyl-phenyl)-7-[4-(1-phenyl-ethyl)-piperazin-1-yl]-3H-imidazo[4,5-b]pyridine). Reaction SMILES: [Br:1][C:2]1[C:3]([N:12]2[CH2:17][CH2:16][N:15]([CH:18]([C:20]3[CH:25]=[CH:24][CH:23]=[CH:22][CH:21]=3)[CH3:19])[CH2:14][CH2:13]2)=[C:4]([N+:9]([O-])=O)[C:5]([NH2:8])=[N:6][CH:7]=1.[N:26]1([CH2:32][C:33]2[CH:40]=[CH:39][C:36]([CH:37]=O)=[CH:35][CH:34]=2)[CH2:31][CH2:30][O:29][CH2:28][CH2:27]1.[O-]S(S([O-])=O)=O.[Na+].[Na+]>CCO>[Br:1][C:2]1[C:3]([N:12]2[CH2:17][CH2:16][N:15]([CH:18]([C:20]3[CH:25]=[CH:24][CH:23]=[CH:22][CH:21]=3)[CH3:19])[CH2:14][CH2:13]2)=[C:4]2[N:9]=[C:37]([C:36]3[CH:35]=[CH:34][C:33]([CH2:32][N:26]4[CH2:31][CH2:30][O:29][CH2:28][CH2:27]4)=[CH:40][CH:39]=3)[NH:8][C:5]2=[N:6][CH:7]=1 |f:2.3.4|. Procedure details: To a mixture of 5-bromo-3-nitro-4-[4-(1-phenyl-ethyl)-piperazin-1-yl]-pyridin-2-ylamine (0.060 g, 0.15 mmol) and EtOH (6.0 ml) was added 4-morpholin-4-ylmethyl-benzaldehyde (0.039 g, 0.19 mmol) followed by a freshly prepared aqueous solution of Na2S2O4 (1M; 0.60 ml, 0.60 mmol). The reaction mixture was stirred at 70° C. for 5 h, then allowed to cool to room temperature, and concentrated in vacuo. The residue was absorbed on silica gel, the free-running powder was placed on a 10 g isolute silica ... Reactants: ClC=1C=CC(=NC1)C (5-chloro-2-methylpyridine), C1(=CC=CC=C1)[Li] (phenyl lithium), C1(=CC=CC=C1)[C@@H]1[C@@H](C)O1 ((1R,2R)-1-phenylpropylene oxide). Run in CCOCC (ether). Conditions: time 30 minute. Product: ClC=1C=CC(=NC1)C[C@H]([C@@H](C)O)C1=CC=CC=C1 (4-(5-Chloro-2-pyridyl)-3(S)-phenyl-2(R)-butanol). Reaction SMILES: [Cl:1][C:2]1[CH:3]=[CH:4][C:5]([CH3:8])=[N:6][CH:7]=1.C1([Li])C=CC=CC=1.[C:16]1([C@H:22]2[O:25][C@@H:23]2[CH3:24])[CH:21]=[CH:20][CH:19]=[CH:18][CH:17]=1>CCOCC>[Cl:1][C:2]1[CH:3]=[CH:4][C:5]([CH2:8][C@@H:22]([C:16]2[CH:21]=[CH:20][CH:19]=[CH:18][CH:17]=2)[C@H:23]([OH:25])[CH3:24])=[N:6][CH:7]=1. Reported procedure: To a solution of 5-chloro-2-methylpyridine (Step A, 1.1 g, 8.7 mmol) in 15 mL anhydrous ether was added phenyl lithium (1.8 M in cyclohexane/ether, 7.2 mL, 13 mmol) at 0° C., and the reaction was stirred at room temperature for 30 min. The resulting mixture was cooled back to 0° C., and was added (1R,2R)-1-phenylpropylene oxide (2.3 g, 17 mmol), and the reaction was allowed to warm to room temperature overnight. The reaction mixture was partitioned between EtOAc (100 mL) and water (100 mL). The ... Starting materials: OC=1C=CC2=C(C(OC(O2)(C)C)=O)C1 (6-hydroxy-2,2-dimethyl-benzo[1,3]dioxin-4-one), C(C1=CC=CC=C1)Br (benzyl bromide), C([O-])([O-])=O.[Cs+].[Cs+] (cesium carbonate). The solvent is CN(C)C=O (DMF), C(C)(=O)OCC (ethyl acetate). Run at time 18 hour. Yields the product C(C1=CC=CC=C1)OC=1C=CC2=C(C(OC(O2)(C)C)=O)C1 (6-Benzyloxy-2,2-dimethyl-benzo[1,3]dioxin-4-one). RXN SMILES: [OH:1][C:2]1[CH:3]=[CH:4][C:5]2[O:10][C:9]([CH3:12])([CH3:11])[O:8][C:7](=[O:13])[C:6]=2[CH:14]=1.[CH2:15](Br)[C:16]1[CH:21]=[CH:20][CH:19]=[CH:18][CH:17]=1.C(=O)([O-])[O-].[Cs+].[Cs+]>CN(C=O)C.C(OCC)(=O)C>[CH2:15]([O:1][C:2]1[CH:3]=[CH:4][C:5]2[O:10][C:9]([CH3:11])([CH3:12])[O:8][C:7](=[O:13])[C:6]=2[CH:14]=1)[C:16]1[CH:21]=[CH:20][CH:19]=[CH:18][CH:17]=1 |f:2.3.4|. Reported procedure: A mixture of 500 mg 6-hydroxy-2,2-dimethyl-benzo[1,3]dioxin-4-one (2.57 mmol), 550 mg benzyl bromide (3.22 mmol), and 922 mg cesium carbonate (2.8 mmol) in 8.6 mL of anhydrous DMF were stirred at room temperature for 18 hours. The mixture was diluted with ethyl acetate and washed successively with water, saturated sodium bicarbonate, and brine solutions. The organic fraction was dried over sodium sulfate and concentrated under reduced pressure to give a crude residue which was further purified b... Reactants: C(C)(C)(C)OC(=O)N1[C@H](CCC1)CO ((R)-1-t-butoxycarbonyl-2-pyrrolidinemethanol), CCOC(=O)/N=N/C(=O)OCC (DEAD), C(=O)(OC(C)(C)C)N1[C@@H](C(=O)O)CCC1 (N-BOC-D-proline), [N+](=O)([O-])C=1C=C(C=CC1)O (3-nitrophenol). Run in C1CCOC1 (THF). Run at time 16 hour. Yields the product C(C)(C)(C)OC(=O)N1[C@H](CCC1)COC1=CC(=CC=C1)[N+](=O)[O-] ((R)-1-t-Butoxycarbonyl-2-(3-(nitro)phenoxymethyl)pyrrolidine). RXN SMILES: [C:1]([O:5][C:6]([N:8]1[CH2:12][CH2:11][CH2:10][C@@H:9]1[CH2:13][OH:14])=[O:7])([CH3:4])([CH3:3])[CH3:2].C(N1CCC[C@@H]1C(O)=O)(OC(C)(C)C)=O.[N+:30]([C:33]1[CH:34]=[C:35](O)[CH:36]=[CH:37][CH:38]=1)([O-:32])=[O:31].CCOC(/N=N/C(OCC)=O)=O>C1COCC1>[C:1]([O:5][C:6]([N:8]1[CH2:12][CH2:11][CH2:10][C@@H:9]1[CH2:13][O:14][C:37]1[CH:36]=[CH:35][CH:34]=[C:33]([N+:30]([O-:32])=[O:31])[CH:38]=1)=[O:7])([CH3:4])([CH3:3])[CH3:2]. Procedure details: A 1.5 g (7.46 mmol) sample of (R)-1-t-butoxycarbonyl-2-pyrrolidinemethanol (prepared as in Example 1b above, except starting with the N-BOC-D-proline (Sigma) instead of the N-BOC-L-proline) and 1.56 g (11.19 mmol) of 3-nitrophenol (Aldrich) were added to a complex of TPP and DEAD (prepared as in Example 1 above, 11.2 mmol of each) in 50 mL of THF. The reaction was stirred for 16 hr, the solvents were removed under vacuum, and the residue was chromatographed on silica gel, eluting with 1:1 chloro... Reactants: ClC=1C(=CC(=C(C(=O)O)C1)OC)N(C)CC (5-chloro-4-(N-ethyl-N-methylamino)-2-methoxybenzoic acid), NC1CN(CC1)CC1=CC=CC=C1 (3-amino-1-benzyl-pyrrolidine). The product is C(C1=CC=CC=C1)N1CC(CC1)NC(C1=C(C=C(C(=C1)Cl)N(C)CC)OC)=O (N-(1-benzyl-3-pyrrolidinyl)-5-chloro-4-(N-ethyl-N-methylamino)-2-methoxybenzamide). Reaction SMILES: [Cl:1][C:2]1[C:3]([N:13]([CH2:15][CH3:16])[CH3:14])=[CH:4][C:5]([O:11][CH3:12])=[C:6]([CH:10]=1)[C:7]([OH:9])=O.[NH2:17][CH:18]1[CH2:22][CH2:21][N:20]([CH2:23][C:24]2[CH:29]=[CH:28][CH:27]=[CH:26][CH:25]=2)[CH2:19]1>>[CH2:23]([N:20]1[CH2:21][CH2:22][CH:18]([NH:17][C:7](=[O:9])[C:6]2[CH:10]=[C:2]([Cl:1])[C:3]([N:13]([CH2:15][CH3:16])[CH3:14])=[CH:4][C:5]=2[O:11][CH3:12])[CH2:19]1)[C:24]1[CH:25]=[CH:26][CH:27]=[CH:28][CH:29]=1. Procedure: Following the procedure set forth in general method A supra using 1.22 g. of 5-chloro-4-(N-ethyl-N-methylamino)-2-methoxybenzoic acid and 0.97 g. of 3-amino-1-benzyl-pyrrolidine, 1.31 g. of N-(1-benzyl-3-pyrrolidinyl)-5-chloro-4-(N-ethyl-N-methylamino)-2-methoxybenzamide was obtained. Product: NCc1ccc(I)cc1Cl. RXN SMILES: [CH3:25][CH2:26][OH:27].[CH:21]([Cl:22])([Cl:23])[Cl:24].[Cl:1][c:2]1[c:3]([CH2:9][N:10]2[C:11](=[O:12])[c:13]3[cH:14][cH:15][cH:16][cH:17][c:18]3[C:19]2=[O:20])[cH:4][cH:5][c:6]([I:8])[cH:7]1.[NH2:29][NH2:30].[OH2:28]>>[Cl:1][c:2]1[c:3]([CH2:9][NH2:10])[cH:4][cH:5][c:6]([I:8])[cH:7]1. Starting materials: CCO, ClC(Cl)Cl, O=C1c2ccccc2C(=O)N1Cc1ccc(I)cc1Cl, NN, O.